Dataset: the Open Reaction Database (ORD), a public repository of structured organic reaction records. Task: describe an organic reaction: reactants, conditions, products, and yield Yield: 73.7%. Reactants: N1=C(C=CC=C1)C(=O)O (picolinic acid), N[C@H](CN1N=C(C=C1)C1=CC(=C(C#N)C=C1)Cl)C ((S)-4-(1-(2-aminopropyl)-1H-pyrazol-3-yl)-2-chlorobenzonitrile). Yields the product ClC=1C=C(C=CC1C#N)C1=NN(C=C1)C[C@H](C)NC(C1=NC=CC=C1)=O ((S)—N-(1-(3-(3-chloro-4-cyanophenyl)-1H-pyrazol-1-yl)propan-2-yl)picolinamide). Procedure: (S)—N-(1-(3-(3-chloro-4-cyanophenyl)-1H-pyrazol-1-yl)propan-2-yl)picolinamide was prepared using the method of Example 34(d) starting from picolinic acid (0.227 g, 1.841 mmol) and (S)-4-(1-(2-aminopropyl)-1H-pyrazol-3-yl)-2-chlorobenzonitrile (0.4 g, 1.534 mmol). Yield 73.7%. 1H-NMR (400 MHz; CDCl3): δ 1.26 (d, 3H), 4.31 (dd, 1H), 4.45 (dd, 1H), 4.62 (m, 1H), 6.63 (d, 1H), 7.46 (m, 1H), 7.50 (d, 1H), 7.67 (d, 1H), 7.81 (dd, 1H), 7.86 (m, 1H), 8.09 (d, 1H), 8.19 (m, 1H), 8.65 (m, 1H), 8.86 (d, 1H... As a reaction SMILES: [N:1]1[CH:6]=[CH:5][CH:4]=[CH:3][C:2]=1[C:7]([OH:9])=O.[NH2:10][C@@H:11]([CH3:27])[CH2:12][N:13]1[CH:17]=[CH:16][C:15]([C:18]2[CH:25]=[CH:24][C:21]([C:22]#[N:23])=[C:20]([Cl:26])[CH:19]=2)=[N:14]1>>[Cl:26][C:20]1[CH:19]=[C:18]([C:15]2[CH:16]=[CH:17][N:13]([CH2:12][C@@H:11]([NH:10][C:7](=[O:9])[C:2]3[CH:3]=[CH:4][CH:5]=[CH:6][N:1]=3)[CH3:27])[N:14]=2)[CH:25]=[CH:24][C:21]=1[C:22]#[N:23]. Yields the product C#CCOCc1ccccc1. Starting materials: C#CCO, [Cl-], ClCOCc1ccccc1, Cl, [H-], [NH4+], [Na+], C1CCOC1. RXN SMILES: [CH2:3]([C:4]#[CH:6])[OH:5].[Cl-:17].[Cl:7][CH2:8][O:9][CH2:10][c:11]1[cH:12][cH:13][cH:14][cH:15][cH:16]1.[ClH:19].[H-:1].[NH4+:18].[Na+:2].[O:20]1[CH2:21][CH2:22][CH2:23][CH2:24]1>>[C:3](#[CH:4])[CH2:8][O:9][CH2:10][c:11]1[cH:12][cH:13][cH:14][cH:15][cH:16]1. Starting materials: C=C(C)c1cc(C(=O)Nc2ccc(CN3CCOCC3)cc2)c(OCc2ccccc2)cc1OCc1ccccc1, CI, CCOC(C)=O, [H-], [Na+], CN(C)C=O, O. The product is C=C(C)c1cc(C(=O)N(C)c2ccc(CN3CCOCC3)cc2)c(OCc2ccccc2)cc1OCc1ccccc1. As a reaction SMILES: [CH2:1]([c:2]1[cH:3][cH:4][cH:5][cH:6][cH:7]1)[O:8][c:9]1[c:10]([C:11](=[O:12])[NH:13][c:14]2[cH:15][cH:16][c:17]([CH2:20][N:21]3[CH2:22][CH2:23][O:24][CH2:25][CH2:26]3)[cH:18][cH:19]2)[cH:27][c:28]([C:39](=[CH2:40])[CH3:41])[c:29]([O:31][CH2:32][c:33]2[cH:34][cH:35][cH:36][cH:37][cH:38]2)[cH:30]1.[CH3:44][I:45].[CH3:51][CH2:52][O:53][C:54]([CH3:55])=[O:56].[H-:43].[Na+:42].[O:46]=[CH:47][N:48]([CH3:49])[CH3:50].[OH2:57]>>[CH2:1]([c:2]1[cH:3][cH:4][cH:5][cH:6][cH:7]1)[O:8][c:9]1[c:10]([C:11](=[O:12])[N:13]([c:14]2[cH:15][cH:16][c:17]([CH2:20][N:21]3[CH2:22][CH2:23][O:24][CH2:25][CH2:26]3)[cH:18][cH:19]2)[CH3:44])[cH:27][c:28]([C:39](=[CH2:40])[CH3:41])[c:29]([O:31][CH2:32][c:33]2[cH:34][cH:35][cH:36][cH:37][cH:38]2)[cH:30]1. Reactants: O (water), IC=1OC2=C(C1C1=CC=CC=C1)C=CC=C2C (2-iodo-7-methyl-3-phenylbenzofuran), [N+](=O)([N+](=O)[O-])[O-] (dinitrogen tetroxide). Run in C(C)(=O)O (acetic acid), C(C)(=O)O (acetic acid). Reaction conditions: time 1 hour. Product: CC1=CC=CC=2C(=C(OC21)[N+](=O)[O-])C2=CC=CC=C2 (7-methyl-2-nitro-3-phenylbenzofuran). RXN SMILES: I[C:2]1[O:3][C:4]2[C:16]([CH3:17])=[CH:15][CH:14]=[CH:13][C:5]=2[C:6]=1[C:7]1[CH:12]=[CH:11][CH:10]=[CH:9][CH:8]=1.[N+:18]([O-:23])([N+]([O-])=O)=[O:19].O>C(O)(=O)C>[CH3:17][C:16]1[C:4]2[O:3][C:2]([N+:18]([O-:23])=[O:19])=[C:6]([C:7]3[CH:12]=[CH:11][CH:10]=[CH:9][CH:8]=3)[C:5]=2[CH:13]=[CH:14][CH:15]=1. Reported procedure: To a stirred solution of 5.0 g (0.015 mole) of 2-iodo-7-methyl-3-phenylbenzofuran from Example 9 in 100 ml of acetic acid is added dropwise 2.0 g (0.022 mole) of dinitrogen tetroxide in 10 ml of acetic acid. After stirring one hour the mixture is poured into cold water, then extracted with diethyl ether. The ether extracts are washed with water, 10% sodium bisulfite solution, water and saturated sodium chloride solution and dried. Concentration gives a tan powder which is recrystallized from aqu... Starting materials: COC(=O)C(N)Cc1c[nH]c2ccccc12, CN1CCOCC1, CN(C)C1(c2ccccc2)CCC(CC(=O)O)CC1, CN(C)C=O, C(=NC1CCCCC1)=NC1CCCCC1, Cl, Cl, On1nnc2ccccc21. Product: COC(=O)C(Cc1c[nH]c2ccccc12)NC(=O)CC1CCC(c2ccccc2)(N(C)C)CC1. RXN SMILES: [CH3:12][O:13][C:14]([CH:15]([NH2:16])[CH2:17][c:18]1[cH:19][nH:20][c:21]2[cH:22][cH:23][cH:24][cH:25][c:26]12)=[O:27].[CH3:28][N:29]1[CH2:30][CH2:31][O:32][CH2:33][CH2:34]1.[CH3:36][N:37]([C:38]1([c:48]2[cH:49][cH:50][cH:51][cH:52][cH:53]2)[CH2:39][CH2:40][CH:41]([CH2:44][C:45](=[O:46])[OH:47])[CH2:42][CH2:43]1)[CH3:54].[CH3:70][N:71]([CH3:72])[CH:73]=[O:74].[CH:55]1([N:56]=[C:57]=[N:58][CH:59]2[CH2:60][CH2:61][CH2:62][CH2:63][CH2:64]2)[CH2:65][CH2:66][CH2:67][CH2:68][CH2:69]1.[ClH:11].[ClH:35].[OH:1][n:2]1[c:3]2[cH:4][cH:5][cH:6][cH:7][c:8]2[n:9][n:10]1>>[CH3:12][O:13][C:14]([CH:15]([NH:16][C:45]([CH2:44][CH:41]1[CH2:40][CH2:39][C:38]([N:37]([CH3:36])[CH3:54])([c:48]2[cH:49][cH:50][cH:51][cH:52][cH:53]2)[CH2:43][CH2:42]1)=[O:46])[CH2:17][c:18]1[cH:19][nH:20][c:21]2[cH:22][cH:23][cH:24][cH:25][c:26]12)=[O:27]. The reactants are O=C([O-])[O-], CCOC(=O)C(C)Oc1cc(Cl)nc(SCc2cccc(F)c2F)n1, CC(C)c1cc(C(C)C)c(-c2ccccc2P(C2CCCCC2)C2CCCCC2)c(C(C)C)c1, [Cs+], [Cs+], O=C(C=Cc1ccccc1)C=Cc1ccccc1, C1COCCO1, NS(=O)(=O)N1CCOCC1, O=C(C=Cc1ccccc1)C=Cc1ccccc1, O=C(C=Cc1ccccc1)C=Cc1ccccc1, [Pd], [Pd]. Product: CCOC(=O)C(C)Oc1cc(NS(=O)(=O)N2CCOCC2)nc(SCc2cccc(F)c2F)n1. RXN SMILES: [C:45](=[O:46])([O-:47])[O-:48].[CH2:51]([CH3:52])[O:53][C:54]([CH:55]([CH3:56])[O:57][c:58]1[n:59][c:60]([S:65][CH2:66][c:67]2[c:68]([F:74])[c:69]([F:73])[cH:70][cH:71][cH:72]2)[n:61][c:62]([Cl:64])[cH:63]1)=[O:75].[CH:11]1([P:12]([CH:13]2[CH2:14][CH2:15][CH2:16][CH2:17][CH2:18]2)[c:19]2[cH:20][cH:21][cH:22][cH:23][c:24]2-[c:25]2[c:26]([CH:27]([CH3:28])[CH3:29])[cH:30][c:31]([CH:32]([CH3:33])[CH3:34])[cH:35][c:36]2[CH:37]([CH3:38])[CH3:39])[CH2:40][CH2:41][CH2:42][CH2:43][CH2:44]1.[Cs+:49].[Cs+:50].[O:114]=[C:115]([CH:116]=[CH:117][c:118]1[cH:119][cH:120][cH:121][cH:122][cH:123]1)[CH:124]=[CH:125][c:126]1[cH:127][cH:128][cH:129][cH:130][cH:131]1.[O:132]1[CH2:133][CH2:134][O:135][CH2:136][CH2:137]1.[O:1]1[CH2:2][CH2:3][N:4]([S:7](=[O:8])(=[O:9])[NH2:10])[CH2:5][CH2:6]1.[O:78]=[C:79]([CH:80]=[CH:81][c:82]1[cH:83][cH:84][cH:85][cH:86][cH:87]1)[CH:88]=[CH:89][c:90]1[cH:91][cH:92][cH:93][cH:94][cH:95]1.[O:96]=[C:97]([CH:98]=[CH:99][c:100]1[cH:101][cH:102][cH:103][cH:104][cH:105]1)[CH:106]=[CH:107][c:108]1[cH:109][cH:110][cH:111][cH:112][cH:113]1.[Pd:76].[Pd:77]>>[O:1]1[CH2:2][CH2:3][N:4]([S:7](=[O:8])(=[O:9])[NH:10][c:62]2[n:61][c:60]([S:65][CH2:66][c:67]3[c:68]([F:74])[c:69]([F:73])[cH:70][cH:71][cH:72]3)[n:59][c:58]([O:57][CH:55]([C:54]([O:53][CH2:51][CH3:52])=[O:75])[CH3:56])[cH:63]2)[CH2:5][CH2:6]1. The reactants are ClC1=C(C(=O)Cl)C=CC=N1 (2-chloronicotinoyl chloride), [S-]C#N.[NH4+] (ammonium thiocyanate), CNC1=CC2=CC=CC=C2C=C1 (2-(methylamino)naphthalene). The solvent is CC(=O)C (acetone). The product is CN(C1=CC2=CC=CC=C2C=C1)C=1SC2=C(C(N1)=O)C=CC=N2 (2-[N-methyl-N-(2-naphthyl)amino]-4H-pyrido[3,2-e]-1,3-thiazin-4-one). Reaction SMILES: Cl[C:2]1[N:10]=[CH:9][CH:8]=[CH:7][C:3]=1[C:4](Cl)=[O:5].[S-:11][C:12]#[N:13].[NH4+].[CH3:15][NH:16][C:17]1[CH:26]=[CH:25][C:24]2[C:19](=[CH:20][CH:21]=[CH:22][CH:23]=2)[CH:18]=1>CC(C)=O>[CH3:15][N:16]([C:12]1[S:11][C:2]2[N:10]=[CH:9][CH:8]=[CH:7][C:3]=2[C:4](=[O:5])[N:13]=1)[C:17]1[CH:26]=[CH:25][C:24]2[C:19](=[CH:20][CH:21]=[CH:22][CH:23]=2)[CH:18]=1 |f:1.2|. Reported procedure: The reaction procedure of Example 102 was followed except that 336 mg g of 2-chloronicotinoyl chloride, 145 mg of ammonium thiocyanate, 300 mg of 2-(methylamino)naphthalene and 7 ml of acetone were used. The product was then recrystallized from a mixture of ethanol and chloroform to obtain 321 mg of 2-[N-methyl-N-(2-naphthyl)amino]-4H-pyrido[3,2-e]-1,3-thiazin-4-one. Reactants: ClC=1C=C2CC(NC2=CC1)C (5-chloro-2-methyl-2,3-dihydro-1H-indole), N1C(=NC=C1)C=O (imidazole-2-carboxaldehyde), C(#N)[BH3-].[Na+] (sodium cyanoborohydride). The reagents and catalysts are [Cl-].[Zn+2].[Cl-] (zinc chloride). The solvent is CO (methanol). Product: ClC=1C=C2CC(N(C2=CC1)CC=1NC=CN1)C ((RS)-5-Chloro-1-(1H-imidazol-2-ylmethyl)-2-methyl-2,3-dihydro-1H-indole). As a reaction SMILES: [Cl:1][C:2]1[CH:3]=[C:4]2[C:8](=[CH:9][CH:10]=1)[NH:7][CH:6]([CH3:11])[CH2:5]2.[NH:12]1[CH:16]=[CH:15][N:14]=[C:13]1[CH:17]=O.C([BH3-])#N.[Na+]>CO.[Cl-].[Zn+2].[Cl-]>[Cl:1][C:2]1[CH:3]=[C:4]2[C:8](=[CH:9][CH:10]=1)[N:7]([CH2:17][C:13]1[NH:12][CH:16]=[CH:15][N:14]=1)[CH:6]([CH3:11])[CH2:5]2 |f:2.3,5.6.7|. Procedure: Prepared analogously to Example 1, from 5-chloro-2-methyl-2,3-dihydro-1H-indole, imidazole-2-carboxaldehyde, zinc chloride and sodium cyanoborohydride in methanol. MS (ISP): 250.1 ([{37Cl}M+H]+), 248.2 ([{35Cl}M+H]+). Starting materials: C(#N)C=1C=NN(C1C=CC(=O)O)C1=NC=C(C=C1Cl)C(F)(F)F (3-[4-cyano-1-(3-chloro-5-trifluoromethylpyridin-2-yl)-1H-pyrazol-5-yl]acrylic acid), C([O-])([O-])=O.[K+].[K+] (potassium carbonate), BrCC(=O)OC(C)(C)C (1,1-dimethylethyl bromoacetate), CC(=O)C (acetone). Run at temperature 25 celsius, time 25 minute. The product is C(#N)C=1C=NN(C1C=CC(=O)OC(C)(C)C(=O)OCC)C1=NC=C(C=C1Cl)C(F)(F)F (1,1-dimethylethoxycarbonylmethyl 3-[4-cyano-1-(3-chloro-5-trifluoromethylpyridin-2-yl)-1H-pyrazol-5-yl]acrylate). RXN SMILES: [C:1]([C:3]1[CH:4]=[N:5][N:6]([C:13]2[C:18]([Cl:19])=[CH:17][C:16]([C:20]([F:23])([F:22])[F:21])=[CH:15][N:14]=2)[C:7]=1[CH:8]=[CH:9][C:10](O)=[O:11])#[N:2].C(=O)([O-])[O-].[K+].[K+].BrC[C:32]([O:34][C:35]([CH3:38])(C)C)=[O:33].[CH3:39][C:40]([CH3:42])=[O:41]>>[C:1]([C:3]1[CH:4]=[N:5][N:6]([C:13]2[C:18]([Cl:19])=[CH:17][C:16]([C:20]([F:21])([F:23])[F:22])=[CH:15][N:14]=2)[C:7]=1[CH:8]=[CH:9][C:10]([O:41][C:40]([C:32]([O:34][CH2:35][CH3:38])=[O:33])([CH3:42])[CH3:39])=[O:11])#[N:2] |f:1.2.3|. Procedure: To a stirred solution of 0.4 gram (0.001 mole) of 3-[4-cyano-1-(3-chloro-5-trifluoromethylpyridin-2-yl)-1H-pyrazol-5-yl]acrylic acid in 25 mL of acetone were added in succession 0.2 gram (0.001 mole) of potassium carbonate and 0.2 gram (0.001 mole) of 1,1-dimethylethyl bromoacetate. Upon completion of the addition, the reaction mixture was stirred at 25° C. for 25 minutes, and then it was heated to reflux where it was stirred for one hour. After this time, the reaction mixture was cooled and con... Reaction SMILES: [C:1]([O:4][CH2:5][C:6](=O)[CH2:7][Cl:8])(=[O:3])[CH3:2].[C:10]([NH:13][C:14]([NH2:16])=[S:15])(=[NH:12])[NH2:11]>CC(C)=O>[OH2:3].[ClH:8].[NH:13]([C:14]1[S:15][CH:7]=[C:6]([CH2:5][O:4][C:1](=[O:3])[CH3:2])[N:16]=1)[C:10]([NH2:12])=[NH:11].[NH:13]([C:14]1[S:15][CH:7]=[C:6]([CH2:5][O:4][C:1](=[O:3])[CH3:2])[N:16]=1)[C:10]([NH2:12])=[NH:11].[ClH:8] |f:3.4.5.6.7|. Starting materials: C(C)(=O)OCC(CCl)=O (1-acetoxy-3-chloro-2-propanone), C(N)(=N)NC(=S)N (guanylthiourea). Run at time 64 hour. Procedure details: A suspension of 1-acetoxy-3-chloro-2-propanone (4.52 g) and guanylthiourea (3.55 g) in acetone (100 ml) is stirred at room temperature for 64 hours. The precipitated crystals are filtered to give 2-guanidino-4-acetoxymethylthiazole hydrochloride hemihydrate (6.2 g) as crystals melting at 170°-172° C. Yields the product O.Cl.N(C(=N)N)C=1SC=C(N1)COC(C)=O.N(C(=N)N)C=1SC=C(N1)COC(C)=O.Cl (2-guanidino-4-acetoxymethylthiazole hydrochloride hemihydrate). Yield: 119.3%. Solvent: CC(=O)C (acetone).